Dataset: the Open Reaction Database (ORD), a public repository of structured organic reaction records. Task: describe an organic reaction: reactants, conditions, products, and yield The reactants are O(C1=CC=CC=C1)[C@H]1[C@@H](CN(C1)CC1=CC=CC=C1)O (trans-4-phenoxy-1-phenylmethyl-3-pyrrolidinol), CI (methyl iodide), white powder. Solvent: C(C)OCC (diethyl ether), C(C)OCC (ethyl ether). Run at time 2 day. Yields the product [I-].O[C@@H]1C[N+](C[C@H]1OC1=CC=CC=C1)(CC1=CC=CC=C1)C (Trans-3-hydroxy-1-methyl-4-phenoxy-1-phenylmethylpyrrolidinium Iodide). As a reaction SMILES: [CH3:1][I:2].[O:3]([C@@H:10]1[CH2:14][N:13]([CH2:15][C:16]2[CH:21]=[CH:20][CH:19]=[CH:18][CH:17]=2)[CH2:12][C@H:11]1[OH:22])[C:4]1[CH:9]=[CH:8][CH:7]=[CH:6][CH:5]=1>C(OCC)C>[I-:2].[OH:22][C@H:11]1[C@H:10]([O:3][C:4]2[CH:5]=[CH:6][CH:7]=[CH:8][CH:9]=2)[CH2:14][N+:13]([CH3:1])([CH2:15][C:16]2[CH:21]=[CH:20][CH:19]=[CH:18][CH:17]=2)[CH2:12]1 |f:3.4|. Procedure details: A solution of 8.0 g. (56 mmol) of methyl iodide in 30 ml of dry ethyl ether was added dropwise to a stirred solution of 7.0 g. (26 mmol) of trans-4-phenoxy-1-phenylmethyl-3-pyrrolidinol in 70 ml. of dry diethyl ether. The mixture was stirred for two days and then concentrated under reduced pressure. The 10.7 g. of crystalline residue was washed with tetrahydrofuran and dried, and gave 10.4 g. (97%) of white powder, m.p. 122°-27° C. Starting materials: [OH-].[Li+] (lithium hydroxide), COC(\C=C\C1=CC=C(C=C1)C(=O)C1CC1)=O ((E)-3-(4-(cyclopropanecarbonyl)phenyl)acrylic acid methyl ester). Solvent: aqueous solution, [OH-].[Na+] (sodium hydroxide), O (water), O1CCOCC1 (1,4-dioxane), O1CCOCC1 (1,4-Dioxane). Run at time 16 hour. Yields the product C1(CC1)C(=O)C1=CC=C(C=C1)/C=C/C(=O)O ((E)-3-(4-(cyclopropanecarbonyl)phenyl)acrylic acid). The yield is 83.6%. Reaction SMILES: [OH-].[Li+].C[O:4][C:5](=[O:19])/[CH:6]=[CH:7]/[C:8]1[CH:13]=[CH:12][C:11]([C:14]([CH:16]2[CH2:18][CH2:17]2)=[O:15])=[CH:10][CH:9]=1>O.O1CCOCC1.[OH-].[Na+]>[CH:16]1([C:14]([C:11]2[CH:12]=[CH:13][C:8](/[CH:7]=[CH:6]/[C:5]([OH:19])=[O:4])=[CH:9][CH:10]=2)=[O:15])[CH2:17][CH2:18]1 |f:0.1,5.6|. Procedure: A solution of lithium hydroxide (27 mg, 1.1 mmol) in water (2.00 ml) was added to a solution of (E)-3-(4-(cyclopropanecarbonyl)phenyl)acrylic acid methyl ester (217 mg, 0.94 mmol) in 1,4-dioxane (2.00 ml). 1,4-Dioxane was added until a clear solution was obtained. The reaction mixture was stirred for 16 h at room temperature. It was diluted with an 1 N aqueous solution of sodium hydroxide (50 ml) and washed with tert-butyl methyl ether (2×40 ml). The aqueous solution was acidified with a 10% aqu... Reactants: CC1=NN(C(=C1)C(=O)OCC)C=1C=C(C=CC1)C1=C(C=CC=C1)OC(F)(F)F (ethyl 3-methyl-1-[2′-(trifluoromethoxy)-1,1′-biphenyl-3-yl]-1H-pyrazole-5-carboxylate), CC(C)C[AlH]CC(C)C (DIBALH). Yields the product CC1=NN(C(=C1)CO)C=1C=C(C=CC1)C1=C(C=CC=C1)OC(F)(F)F ({3-Methyl-1-[2′-(trifluoromethoxy)-1,1′-biphenyl-3-yl]-1H-pyrazol-5-yl}methanol). As a reaction SMILES: [CH3:1][C:2]1[CH:6]=[C:5]([C:7](OCC)=[O:8])[N:4]([C:12]2[CH:13]=[C:14]([C:18]3[CH:23]=[CH:22][CH:21]=[CH:20][C:19]=3[O:24][C:25]([F:28])([F:27])[F:26])[CH:15]=[CH:16][CH:17]=2)[N:3]=1.CC(C[AlH]CC(C)C)C>>[CH3:1][C:2]1[CH:6]=[C:5]([CH2:7][OH:8])[N:4]([C:12]2[CH:13]=[C:14]([C:18]3[CH:23]=[CH:22][CH:21]=[CH:20][C:19]=3[O:24][C:25]([F:27])([F:26])[F:28])[CH:15]=[CH:16][CH:17]=2)[N:3]=1. Procedure: The titled compound was prepared by reacting ethyl 3-methyl-1-[2′-(trifluoromethoxy)-1,1′-biphenyl-3-yl]-1H-pyrazole-5-carboxylate (EXAMPLE 21) with DIBALH in a manner described in EXAMPLE 123. MS (ESI): m/e 349 (M+1)+ Reactants: CN (Methylamine), COC1=CC=C(C=N1)NC1=NC=C(C=C1C1=NC(=NC(=N1)C)SC)CN1CCN(CC1)S(=O)(=O)C (N-(6-methoxypyridin-3-yl)-3-(4-methyl-6-(methylthio)-1,3,5-triazin-2-yl)-5-((4-(methylsulfonyl)piperazin-1-yl)methyl)pyridin-2-amine), CC(C)O (IPA). Conditions: time 8 hour. Yields the product COC1=CC=C(C=N1)NC1=NC=C(C=C1C1=NC(=NC(=N1)C)NC)CN1CCN(CC1)S(=O)(=O)C (4-(2-(6-methoxypyridin-3-ylamino)-5-((4-(methylsulfonyl)piperazin-1-yl)methyl)pyridin-3-yl)-N,6-dimethyl-1,3,5-triazin-2-amine). Yield: 54.7%. RXN SMILES: [CH3:1][NH2:2].[CH3:3][O:4][C:5]1[N:10]=[CH:9][C:8]([NH:11][C:12]2[C:17]([C:18]3[N:23]=[C:22]([CH3:24])[N:21]=[C:20](SC)[N:19]=3)=[CH:16][C:15]([CH2:27][N:28]3[CH2:33][CH2:32][N:31]([S:34]([CH3:37])(=[O:36])=[O:35])[CH2:30][CH2:29]3)=[CH:14][N:13]=2)=[CH:7][CH:6]=1.CC(O)C>>[CH3:3][O:4][C:5]1[N:10]=[CH:9][C:8]([NH:11][C:12]2[C:17]([C:18]3[N:23]=[C:22]([CH3:24])[N:21]=[C:20]([NH:2][CH3:1])[N:19]=3)=[CH:16][C:15]([CH2:27][N:28]3[CH2:29][CH2:30][N:31]([S:34]([CH3:37])(=[O:36])=[O:35])[CH2:32][CH2:33]3)=[CH:14][N:13]=2)=[CH:7][CH:6]=1. Procedure details: Methylamine was bubbled through a mixture of N-(6-methoxypyridin-3-yl)-3-(4-methyl-6-(methylthio)-1,3,5-triazin-2-yl)-5-((4-(methylsulfonyl)piperazin-1-yl)methyl)pyridin-2-amine (33 mg, 0.064 mmol) in IPA (1.50 mL, 19.47 mmol) for 15 min and then allowed to stand overnight. The resulting precipitate was collected by filtration and washed with a minimal amount of IPA to give 4-(2-(6-methoxypyridin-3-ylamino)-5-((4-(methylsulfonyl)piperazin-1-yl)methyl)pyridin-3-yl)-N,6-dimethyl-1,3,5-triazin-2-am... The reactants are CCCCCCCCCCOc1ccc(-n2c(C)ccc2-c2ccc(OC(Cc3ccccc3)C(=O)OCC)cc2)cc1, C1CCOC1, CO, Cl, [K+], [OH-]. The product is CCCCCCCCCCOc1ccc(-n2c(C)ccc2-c2ccc(OC(Cc3ccccc3)C(=O)O)cc2)cc1. Reaction SMILES: [CH2:1]([CH2:2][CH2:3][CH2:4][CH2:5][CH2:6][CH2:7][CH2:8][CH2:9][CH3:10])[O:11][c:12]1[cH:13][cH:14][c:15](-[n:18]2[c:19](-[c:24]3[cH:25][cH:26][c:27]([O:28][CH:29]([C:30](=[O:31])[O:32][CH2:33][CH3:34])[CH2:35][c:36]4[cH:37][cH:38][cH:39][cH:40][cH:41]4)[cH:42][cH:43]3)[cH:20][cH:21][c:22]2[CH3:23])[cH:16][cH:17]1.[CH2:47]1[O:48][CH2:49][CH2:50][CH2:51]1.[CH3:52][OH:53].[ClH:46].[K+:45].[OH-:44]>>[CH2:1]([CH2:2][CH2:3][CH2:4][CH2:5][CH2:6][CH2:7][CH2:8][CH2:9][CH3:10])[O:11][c:12]1[cH:13][cH:14][c:15](-[n:18]2[c:19](-[c:24]3[cH:25][cH:26][c:27]([O:28][CH:29]([C:30](=[O:31])[OH:32])[CH2:35][c:36]4[cH:37][cH:38][cH:39][cH:40][cH:41]4)[cH:42][cH:43]3)[cH:20][cH:21][c:22]2[CH3:23])[cH:16][cH:17]1.